From a dataset of the Open Reaction Database (ORD), a public repository of structured organic reaction records. describe an organic reaction: reactants, conditions, products, and yield Starting materials: O (water), C(#N)C1=CC=C(C=C1)NC1=NC=C(C(=N1)NCCC)C(=O)NCCCNC(OC(C)(C)C)=O (tert-butyl (3-(2-((4-cyanophenyl)amino)-4-(propylamino)pyrimidine-5-carboxamido)propyl)carbamate). Solvent: C(C)O (ethanol), CS(=O)C (dimethyl sulfoxide), [OH-].[Na+] (sodium hydroxide), OO (hydrogen peroxide). Conditions: time 30 minute. The product is C(N)(=O)C1=CC=C(C=C1)NC1=NC=C(C(=N1)NCCC)C(=O)NCCCNC(OC(C)(C)C)=O (tert-butyl (3-(2-((4-carbamoylphenyl)amino)-4-(propylamino)pyrimidine-5-carboxamido)propyl)carbamate). As a reaction SMILES: [C:1]([C:3]1[CH:8]=[CH:7][C:6]([NH:9][C:10]2[N:15]=[C:14]([NH:16][CH2:17][CH2:18][CH3:19])[C:13]([C:20]([NH:22][CH2:23][CH2:24][CH2:25][NH:26][C:27](=[O:33])[O:28][C:29]([CH3:32])([CH3:31])[CH3:30])=[O:21])=[CH:12][N:11]=2)=[CH:5][CH:4]=1)#[N:2].[OH2:34]>C(O)C.CS(C)=O.[OH-].[Na+].OO>[C:1]([C:3]1[CH:8]=[CH:7][C:6]([NH:9][C:10]2[N:15]=[C:14]([NH:16][CH2:17][CH2:18][CH3:19])[C:13]([C:20]([NH:22][CH2:23][CH2:24][CH2:25][NH:26][C:27](=[O:33])[O:28][C:29]([CH3:32])([CH3:31])[CH3:30])=[O:21])=[CH:12][N:11]=2)=[CH:5][CH:4]=1)(=[O:34])[NH2:2] |f:4.5|. Reported procedure: To a solution of tert-butyl (3-(2-((4-cyanophenyl)amino)-4-(propylamino)pyrimidine-5-carboxamido)propyl)carbamate (D1, 220 mg) in ethanol (4 mL) and dimethyl sulfoxide (4 mL), 1.0 mol/L aqueous sodium hydroxide (2.4 mL) and 35% aqueous hydrogen peroxide (750 μL) were added at room temperature, and the mixture was stirred at the same temperature for 30 minutes. To the reaction mixture, water was added. The solid matter was taken by filtration, washed with water, and then dried under reduced press...